Dataset: the Open Reaction Database (ORD), a public repository of structured organic reaction records. Task: describe an organic reaction: reactants, conditions, products, and yield Starting materials: O (water), C(#N)CCCN1CCN(CC1)C1=NC=CC=N1 (1-(3-cyanopropyl)-4-(2-pyrimidinyl)piperazine), O (water), [OH-].[K+] (potassium hydroxide), resultant mixture, [H-].[Al+3].[Li+].[H-].[H-].[H-] (lithium aluminum hydride). Run in CCOCC (ether), CCOCC (ether). Reaction conditions: time 2 hour. The product is NCCCCN1CCN(CC1)C1=NC=CC=N1 (1-(4-aminobutyl)-4-(2-pyrimidinyl)-piperazine). As a reaction SMILES: [H-].[Al+3].[Li+].[H-].[H-].[H-].[C:7]([CH2:9][CH2:10][CH2:11][N:12]1[CH2:17][CH2:16][N:15]([C:18]2[N:23]=[CH:22][CH:21]=[CH:20][N:19]=2)[CH2:14][CH2:13]1)#[N:8].O.[OH-].[K+]>CCOCC>[NH2:8][CH2:7][CH2:9][CH2:10][CH2:11][N:12]1[CH2:13][CH2:14][N:15]([C:18]2[N:19]=[CH:20][CH:21]=[CH:22][N:23]=2)[CH2:16][CH2:17]1 |f:0.1.2.3.4.5,8.9|. Procedure: To a cold mixture of lithium aluminum hydride (2.0 g; 5.26 mmol) and anhydrous ether (240 ml) kept at a temperature of -54° C., there was dropwise added a solution of 1-(3-cyanopropyl)-4-(2-pyrimidinyl)piperazine (8 g; 3.46 mmol) in anhydrous ether (80 ml), and the resultant mixture was kept at the same temperature as above for 1.5 hours, followed by dropwise addition of water (2 ml), a 15% aqueous potassium hydroxide solution (2 ml) and water (6 ml) in order. The reaction mixture was stirred at...